This data is from the Open Reaction Database (ORD), a public repository of structured organic reaction records. The task is: describe an organic reaction: reactants, conditions, products, and yield Reactants: [OH-].[Na+] (NaOH), O (water), FC=1C=C(CN2C(=CC3=NC(=CC=C32)N(NC(=O)OC(C)(C)C)C(=O)OC(C)(C)C)C(=O)OCC3=CC(=CC=C3)F)C=CC1 (di-tert-butyl 1-(1-(3-fluorobenzyl)-2-{[(3-fluorobenzyl)oxy]carbonyl}-1H-pyrrolo[3,2-b]pyridin-5-yl)hydrazine-1,2-dicarboxylate), CC(=O)O (AcOH). The product is FC=1C=C(CN2C(=CC3=C2C=CC=2N3C(=NN2)C)C(=O)O)C=CC1 (6-(3-fluorobenzyl)-1-methyl-6H-pyrrolo[2,3-e][1,2,4]triazolo[4,3-a]pyridine-7-carboxylic acid). As a reaction SMILES: [F:1][C:2]1[CH:3]=[C:4]([CH:42]=[CH:43][CH:44]=1)[CH2:5][N:6]1[C:14]2[C:9](=[N:10][C:11]([N:15](C(OC(C)(C)C)=O)[NH:16]C(OC(C)(C)C)=O)=[CH:12][CH:13]=2)[CH:8]=[C:7]1[C:31]([O:33]CC1C=CC=C(F)C=1)=[O:32].[OH-].[Na+].O.[CH3:48][C:49](O)=O>>[F:1][C:2]1[CH:3]=[C:4]([CH:42]=[CH:43][CH:44]=1)[CH2:5][N:6]1[C:14]2[CH:13]=[CH:48][C:49]3[N:10]([C:11]([CH3:12])=[N:15][N:16]=3)[C:9]=2[CH:8]=[C:7]1[C:31]([OH:33])=[O:32] |f:1.2|. Reported procedure: A solution of di-tert-butyl 1-(1-(3-fluorobenzyl)-2-{[(3-fluorobenzyl)oxy]carbonyl}-1H-pyrrolo[3,2-b]pyridin-5-yl)hydrazine-1,2-dicarboxylate (0.33 g, 0.54 mmol, from Step 2) in AcOH (10 mL) was heated in portions, in the microwave, to 180° C. for 10 minutes each. The reactions were pooled and AcOH was removed in vacuo. The residue was dissolved in methanol (2 mL) and 1.0 M NaOH in water (10 mL, 10 mmol) was added. When the hydrolysis reaction was complete, it was filtered, diluted with MeCN and... Starting materials: CCN(CC)C1=CC2=C(C=C1)C=C(C(=O)O2)/C=N\NC3=CC=CC=N3 (Ic-2), acid chloride, C1(=CC(=CC=C1)C(=O)O)C1=CC=CC=C1 (3-biphenylcarboxylic acid), FC1=C(C=CC=C1)C1=CC=C(O1)C(=O)Cl (5-(2-fluorophenyl)-2-furancarbonyl chloride). The product is O1C(=CC=C1)C1=NN=C(O1)NC(=O)C=1C=C(C=CC1)C1=CC=CC=C1 (N-[5-(2-Furyl)-1,3,4-oxadiazol-2-yl]-3-biphenylcarboxamide). Reaction SMILES: CCN(C1C=C[C:9]2[CH:12]=[C:13](/[CH:17]=[N:18]\[NH:19][C:20]3[N:25]=CC=CC=3)C([O:16][C:8]=2C=1)=O)CC.[C:26]1([C:35]2[CH:40]=[CH:39][CH:38]=[CH:37][CH:36]=2)[CH:31]=[CH:30][CH:29]=[C:28]([C:32]([OH:34])=O)[CH:27]=1.FC1C=CC=CC=1C1[O:52]C(C(Cl)=O)=CC=1>>[O:16]1[CH:8]=[CH:9][CH:12]=[C:13]1[C:17]1[O:52][C:20]([NH:25][C:32]([C:28]2[CH:27]=[C:26]([C:35]3[CH:40]=[CH:39][CH:38]=[CH:37][CH:36]=3)[CH:31]=[CH:30][CH:29]=2)=[O:34])=[N:19][N:18]=1. Reported procedure: The title compound was synthesized in accordance with the synthesis method of compound Ic-2 described below, using an acid chloride which can be prepared from commercially available 3-biphenylcarboxylic acid by a routine method instead of 5-(2-fluorophenyl)-2-furancarbonyl chloride. Reactants: ClCCl, O=C(O)C(F)(F)F, CC(C)(C)OC(=O)NC(Cc1ccc(-c2cc(OC(c3ccccc3-c3ccc(C#N)nc3)C(F)(F)F)nc(N)n2)cc1)C(=O)O. Yields the product N#Cc1ccc(-c2ccccc2C(Oc2cc(-c3ccc(CC(N)C(=O)O)cc3)nc(N)n2)C(F)(F)F)cn1. As a reaction SMILES: [Cl:54][CH2:55][Cl:56].[F:47][C:48]([F:49])([F:50])[C:51]([OH:52])=[O:53].[NH2:1][c:2]1[n:3][c:4]([O:27][CH:28]([C:29]([F:30])([F:31])[F:32])[c:33]2[c:34](-[c:39]3[cH:40][n:41][c:42]([C:45]#[N:46])[cH:43][cH:44]3)[cH:35][cH:36][cH:37][cH:38]2)[cH:5][c:6](-[c:8]2[cH:9][cH:10][c:11]([CH2:14][CH:15]([C:16](=[O:17])[OH:18])[NH:19][C:20]([O:21][C:22]([CH3:23])([CH3:24])[CH3:25])=[O:26])[cH:12][cH:13]2)[n:7]1>>[NH2:1][c:2]1[n:3][c:4]([O:27][CH:28]([C:29]([F:30])([F:31])[F:32])[c:33]2[c:34](-[c:39]3[cH:40][n:41][c:42]([C:45]#[N:46])[cH:43][cH:44]3)[cH:35][cH:36][cH:37][cH:38]2)[cH:5][c:6](-[c:8]2[cH:9][cH:10][c:11]([CH2:14][CH:15]([C:16](=[O:17])[OH:18])[NH2:19])[cH:12][cH:13]2)[n:7]1. The reactants are COC(CCCCC=1OC=C(N1)C1=C(C=CC=C1)N)=O (5-[4-(2-amino-phenyl)-oxazol-2-yl]-pentanoic acid methyl ester), C1CCOC1 (THF), [OH-].[Na+] (NaOH). Run in CCO (EtOH). The product is NC1=C(C=CC=C1)C=1N=C(OC1)CCCCC(=O)O (5-[4-(2-Amino-phenyl)-oxazol-2-yl]-pentanoic acid). Reaction SMILES: C[O:2][C:3](=[O:20])[CH2:4][CH2:5][CH2:6][CH2:7][C:8]1[O:9][CH:10]=[C:11]([C:13]2[CH:18]=[CH:17][CH:16]=[CH:15][C:14]=2[NH2:19])[N:12]=1.C1COCC1.[OH-].[Na+]>CCO>[NH2:19][C:14]1[CH:15]=[CH:16][CH:17]=[CH:18][C:13]=1[C:11]1[N:12]=[C:8]([CH2:7][CH2:6][CH2:5][CH2:4][C:3]([OH:20])=[O:2])[O:9][CH:10]=1 |f:2.3|. Procedure details: Combine 5-[4-(2-amino-phenyl)-oxazol-2-yl]-pentanoic acid methyl ester (2.5 g, 9.1 mmol) with THF (3 mL), EtOH (3 mL) and 1N NaOH (15 mL) and stir until hydrolysis is complete. Concentrate the mixture, dilute the residue with water and adjust the pH to 2.5-3.5 with aq HCl. Extract the mixture with EtOAc and dry the extracts over Na2SO4 before concentrating. Chromatograph the residue over silica gel (EtOAc) to allow for recovery of 5-[4-(2-amino-phenyl)-oxazol-2-yl]-pentanoic acid (2.03 g, 86%). ... Reactants: XXVIII, C(C1=CC=CC=C1)N1CCNCC1 (N-benzylpiperazine), C(=O)(OC(C)(C)C)N1CCC(CC1)=O (N-Boc-4-piperidinone). Yields the product C1(=CC=CC=C1)CN1CCN(CC1)C1CCN(CC1)C(=O)OC(C)(C)C (4-[4-(phenylmethyl)-1-piperazinyl]-1-piperidinecarboxylic acid, 1,1-dimethylethyl ester). The yield is 60.0%. As a reaction SMILES: [CH2:1]([N:8]1[CH2:13][CH2:12][NH:11][CH2:10][CH2:9]1)[C:2]1[CH:7]=[CH:6][CH:5]=[CH:4][CH:3]=1.[C:14]([N:21]1[CH2:26][CH2:25][C:24](=O)[CH2:23][CH2:22]1)([O:16][C:17]([CH3:20])([CH3:19])[CH3:18])=[O:15]>>[C:2]1([CH2:1][N:8]2[CH2:13][CH2:12][N:11]([CH:24]3[CH2:25][CH2:26][N:21]([C:14]([O:16][C:17]([CH3:20])([CH3:19])[CH3:18])=[O:15])[CH2:22][CH2:23]3)[CH2:10][CH2:9]2)[CH:3]=[CH:4][CH:5]=[CH:6][CH:7]=1. Reported procedure: In operating analogously to preparation XXVIII, starting with N-benzylpiperazine and N-Boc-4-piperidinone, the product sought after is obtained as a colourless oil (yield=60%). Starting materials: C(=O)(O)[O-].[Na+] (NaHCO3), ClC1=C(N)C(=CC(=C1)Cl)[N+](=O)[O-] (2,4-dichloro-6-nitroaniline), O.O.Cl[Sn]Cl (SnCl2.2H2O), C(C)O (ethanol). Solvent: C(C)(=O)OCC (ethyl acetate), C(C)(=O)OCC (ethyl acetate), hexanes. Yields the product ClC=1C(=C(C=C(C1)Cl)N)N (3,5-Dichloro-1,2-diaminobenzene). Reaction SMILES: [Cl:1][C:2]1[CH:8]=[C:7]([Cl:9])[CH:6]=[C:5]([N+:10]([O-])=O)[C:3]=1[NH2:4].O.O.Cl[Sn]Cl.C(O)C.C([O-])(O)=O.[Na+]>C(OCC)(=O)C>[Cl:1][C:2]1[C:3]([NH2:4])=[C:5]([NH2:10])[CH:6]=[C:7]([Cl:9])[CH:8]=1 |f:1.2.3,5.6|. Reported procedure: 3,5-Dichloro-1,2-diaminobenzene was prepared using an adaptation of the method of Bellamy, et al. (Bellamy, F. D. et al., Tetrahedron Lett. 25: 839 (1984)). A mixture of 2,4-dichloro-6-nitroaniline (1.00 g, 4.8 mmol) and SnCl2.2H2O (5.41 g, 24.1 mmol) dissolved in 10 mL ethyl acetate and 5 mL absolute ethanol under N2 was heated at 70° C. for 1 h. All the starting material had reacted as evidenced by TLC (silica gel, 3:1 hexanes:ethyl acetate). The reaction was allowed to cool to room temperatur... Reactants: FC(C(=O)N[C@@H]1CCCC2=CC(=C(C=C12)[N+](=O)[O-])CN1CCCCC1)(F)F ((R)-2,2,2-trifluoro-N-(7-nitro-6-(piperidin-1-ylmethyl)-1,2,3,4-tetrahydronaphthalen-1-yl)acetamide), [OH-].[Na+] (NaOH). Solvent: C1CCOC1.CO.O (THF MeOH H2O). Yields the product [N+](=O)([O-])C1=C(C=C2CCC[C@H](C2=C1)N)CN1CCCCC1 ((R)-7-nitro-6-(piperidin-1-ylmethyl)-1,2,3,4-tetrahydronaphthalen-1-amine). Isolated yield 115.2%. As a reaction SMILES: FC(F)(F)C([NH:5][C@H:6]1[C:15]2[C:10](=[CH:11][C:12]([CH2:19][N:20]3[CH2:25][CH2:24][CH2:23][CH2:22][CH2:21]3)=[C:13]([N+:16]([O-:18])=[O:17])[CH:14]=2)[CH2:9][CH2:8][CH2:7]1)=O.[OH-].[Na+]>C1COCC1.CO.O>[N+:16]([C:13]1[CH:14]=[C:15]2[C:10]([CH2:9][CH2:8][CH2:7][C@H:6]2[NH2:5])=[CH:11][C:12]=1[CH2:19][N:20]1[CH2:25][CH2:24][CH2:23][CH2:22][CH2:21]1)([O-:18])=[O:17] |f:1.2,3.4.5|. Procedure: A solution of (R)-2,2,2-trifluoro-N-(7-nitro-6-(piperidin-1-ylmethyl)-1,2,3,4-tetrahydronaphthalen-1-yl)acetamide (230 mg, 0.6 mmol) and NaOH (108 mg, 2.7 mmol) in a mixed solvent (THF/MeOH/H2O=5 mL/5 mL/1 mL) was heated at 70° C. for 3 h. After cooling to RT, the solvent was evaporated to dryness and the residue was directly loaded on column chomatography (SiO2, EtOAc to EtOAc/2M NH3 in MeOH=100:15 to 100:20) to give (R)-7-nitro-6-(piperidin-1-ylmethyl)-1,2,3,4-tetrahydronaphthalen-1-amine (200... Reactants: C(C)(=O)C=1OC=CC1Br (2-acetyl-3-bromofuran), CI (methyl iodide), CO (methanol), C(=S)=S (carbon disulfide), [H-].[Na+] (sodium hydride), ice water. The solvent is O (water), CN(C=O)C (dimethylformamide). Yields the product CSC1=CC(C=2OC=CC2S1)=O (5-methylthio-7-oxo-7H-thiopyrano[3,2-b]furan). The yield is 111.9%. Reaction SMILES: [C:1]([C:4]1[O:5][CH:6]=[CH:7][C:8]=1Br)(=[O:3])[CH3:2].[C:10](=[S:12])=[S:11].[H-].[Na+].[CH3:15]O.CI>CN(C)C=O.O>[CH3:15][S:11][C:10]1[S:12][C:8]2[CH:7]=[CH:6][O:5][C:4]=2[C:1](=[O:3])[CH:2]=1 |f:2.3|. Reported procedure: In accordance with the process disclosed in Tetrahedron, 35, 551 (1979), 2-acetyl-3-bromofuran (10.0 g, 53.2 mmol) and carbon disulfide (7.0 g, 93.2 mmol) were dissolved in anhydrous dimethylformamide (70 ml) and the solution was added with 55% sodium hydride (4.0 g, 93.2 mmol) over about 1.5 hours while it was stirred and inner temperature was maintained below 10° C. under ice cooling. After further stirring for 0.5 hour at the temperature, the solution was added with methanol (1.1 ml, 26.6 mmo... The reactants are CC(=O)NCC1CN(Cc2ccc(F)cc2)CCO1, Cl, [Na+], [OH-]. The product is NCC1CN(Cc2ccc(F)cc2)CCO1. RXN SMILES: [C:1](=[O:2])([CH3:3])[NH:4][CH2:5][CH:6]1[O:7][CH2:8][CH2:9][N:10]([CH2:12][c:13]2[cH:14][cH:15][c:16]([F:19])[cH:17][cH:18]2)[CH2:11]1.[ClH:22].[Na+:21].[OH-:20]>>[NH2:4][CH2:5][CH:6]1[O:7][CH2:8][CH2:9][N:10]([CH2:12][c:13]2[cH:14][cH:15][c:16]([F:19])[cH:17][cH:18]2)[CH2:11]1.